This data is from the Open Reaction Database (ORD), a public repository of structured organic reaction records. The task is: describe an organic reaction: reactants, conditions, products, and yield Reactants: O (water), [OH-].[Na+] (sodium hydroxide), C(C)O (ethanol), C(C)O (ethanol), C(C=C)(=O)OCC (ethyl acrylate). Solvent: CO.C(C)O (methanol ethanol), CO (methanol). Yields the product COCCC(=O)OCC (ethyl 3-methoxypropanoate), C(C)OCCC(=O)OC (methyl 3-ethoxypropanoate), C(C)OCCC(=O)OCC (ethyl 3-ethoxypropanoate), COCCC(=O)OC (methyl 3-methoxypropanoate). RXN SMILES: O.[OH-].[Na+].[C:4]([O:8][CH2:9][CH3:10])(=[O:7])[CH:5]=[CH2:6].[CH2:11]([OH:13])[CH3:12]>CO.CO.C(O)C>[CH3:11][O:13][CH2:6][CH2:5][C:4]([O:8][CH2:9][CH3:10])=[O:7].[CH2:11]([O:13][CH2:6][CH2:5][C:4]([O:8][CH3:9])=[O:7])[CH3:12].[CH2:11]([O:13][CH2:6][CH2:5][C:4]([O:8][CH2:9][CH3:10])=[O:7])[CH3:12].[CH3:11][O:13][CH2:6][CH2:5][C:4]([O:8][CH3:9])=[O:7] |f:1.2,6.7|. Reported procedure: A 50 cm long, 5 cm diameter water-jacketted reactor (Reactor C) was charged with 1 liter of Dowex MSA 1 strong base resin. The resin was treated in sequence with 2000 ml of ethanol, 2000 ml of water, 3800 ml of 4 weight percent aqueous sodium hydroxide, and 5000 ml of methanol-ethanol mixture. This reactor was used to react mixtures containing ethyl acrylate and both methanol and ethanol to produce mixtures of ethyl 3-methoxypropanoate, methyl 3-ethoxypropanoate, ethyl 3-ethoxypropanoate and met...